Dataset: the Open Reaction Database (ORD), a public repository of structured organic reaction records. Task: describe an organic reaction: reactants, conditions, products, and yield Reactants: ClC1=C(C=NC2=CC(=C(C=C12)OC)F)C#N (4-chloro-7-fluoro-6-methoxy-3-quinolinecarbonitrile), C(CCC)N (butylamine). Solvent: C(C)OCCO (2-ethoxyethanol). Reaction conditions: temperature 80 celsius, time 20 minute. The product is C(CCC)NC1=C(C=NC2=CC(=C(C=C12)OC)F)C#N (4-butylamino-7-fluoro-6-methoxy-3-quinolinecarbonitrile). Yield: 66.3%. Reaction SMILES: Cl[C:2]1[C:11]2[C:6](=[CH:7][C:8]([F:14])=[C:9]([O:12][CH3:13])[CH:10]=2)[N:5]=[CH:4][C:3]=1[C:15]#[N:16].[CH2:17]([NH2:21])[CH2:18][CH2:19][CH3:20]>C(OCCO)C>[CH2:17]([NH:21][C:2]1[C:11]2[C:6](=[CH:7][C:8]([F:14])=[C:9]([O:12][CH3:13])[CH:10]=2)[N:5]=[CH:4][C:3]=1[C:15]#[N:16])[CH2:18][CH2:19][CH3:20]. Procedure: A mixture of 4-chloro-7-fluoro-6-methoxy-3-quinolinecarbonitrile (300 mg, 1.27 mmol) and butylamine (205 mg, 2.80 mmol) in 10 mL of 2-ethoxyethanol is heated at 80° C. for 1.5 hours then cooled to room temperature. The reaction mixture is concentrated in vacuo and aqueous sodium bicarbonate is added to the residue. After stirring for 20 minutes, the solids are collected by filtration. Purification by preparative thin layer chromatography, eluting with 2% methanol in dichloromethane provides 230 ... RXN SMILES: [CH3:22][C:23](=[O:24])[OH:25].[Cl:1][c:2]1[cH:3][c:4]2[c:5]([c:16]([N+:18]([O-:19])=[O:20])[cH:17]1)[NH:6][C:7]([NH:12][CH:13]([CH3:14])[CH3:15])=[N:8][S:9]2(=[O:10])=[O:11].[ClH:21]>>[Cl:1][c:2]1[cH:3][c:4]2[c:5]([c:16]([NH2:18])[cH:17]1)[NH:6][C:7]([NH:12][CH:13]([CH3:14])[CH3:15])=[N:8][S:9]2(=[O:10])=[O:11]. Reactants: CC(=O)O, CC(C)NC1=NS(=O)(=O)c2cc(Cl)cc([N+](=O)[O-])c2N1, Cl. Product: CC(C)NC1=NS(=O)(=O)c2cc(Cl)cc(N)c2N1. The reactants are ClCCl, CC(C)(C)OC(=O)Nc1ccc(F)cc1Nc1ncc([N+](=O)[O-])c(SC#N)n1, N#CSc1nc(-n2cnc3ccc(F)cc32)ncc1[N+](=O)[O-], O=C(O)C(F)(F)F. Product: N#CSc1nc(Nc2cc(F)ccc2N)ncc1[N+](=O)[O-], O=C(O)C(F)(F)F. Reaction SMILES: [Cl:58][CH2:59][Cl:60].[F:1][c:2]1[cH:3][c:4]([NH:16][c:17]2[n:18][cH:19][c:20]([N+:26](=[O:27])[O-:28])[c:21]([S:23][C:24]#[N:25])[n:22]2)[c:5]([NH:8][C:9](=[O:10])[O:11][C:12]([CH3:13])([CH3:14])[CH3:15])[cH:6][cH:7]1.[F:29][c:30]1[cH:31][cH:32][c:33]2[n:34][cH:35][n:36](-[c:37]3[n:38][c:39]([S:40][C:41]#[N:42])[c:43]([N+:44]([O-:45])=[O:46])[cH:47][n:48]3)[c:49]2[cH:50]1.[F:51][C:52]([C:53](=[O:54])[OH:55])([F:56])[F:57]>>[F:1][c:2]1[cH:3][c:4]([NH:16][c:17]2[n:18][cH:19][c:20]([N+:26](=[O:27])[O-:28])[c:21]([S:23][C:24]#[N:25])[n:22]2)[c:5]([NH2:8])[cH:6][cH:7]1.[F:51][C:52]([C:53](=[O:54])[OH:55])([F:56])[F:57]. The reactants are FC1=CC=C(C=C1)N1C(=NC2=CC(=CC=C2C1=O)C1=NOC(=N1)C)SCC(=O)OC(C)(C)C (tert-butyl 2-(3-(4-fluorophenyl)-7-(5-methyl-1,2,4-oxadiazol-3-yl)-4-oxo-3,4-dihydroquinazolin-2-ylthio)acetate), C(=O)(C(F)(F)F)O (TFA). Solvent: C(Cl)Cl (DCM). The product is FC1=CC=C(C=C1)N1C(=NC2=CC(=CC=C2C1=O)C1=NOC(=N1)C)SCC(=O)O (2-(3-(4-fluorophenyl)-7-(5-methyl-1,2,4-oxadiazol-3-yl)-4-oxo-3,4-dihydroquinazolin-2-ylthio)acetic acid). The yield is 70.8%. RXN SMILES: [F:1][C:2]1[CH:7]=[CH:6][C:5]([N:8]2[C:17](=[O:18])[C:16]3[C:11](=[CH:12][C:13]([C:19]4[N:23]=[C:22]([CH3:24])[O:21][N:20]=4)=[CH:14][CH:15]=3)[N:10]=[C:9]2[S:25][CH2:26][C:27]([O:29]C(C)(C)C)=[O:28])=[CH:4][CH:3]=1.C(O)(C(F)(F)F)=O>C(Cl)Cl>[F:1][C:2]1[CH:3]=[CH:4][C:5]([N:8]2[C:17](=[O:18])[C:16]3[C:11](=[CH:12][C:13]([C:19]4[N:23]=[C:22]([CH3:24])[O:21][N:20]=4)=[CH:14][CH:15]=3)[N:10]=[C:9]2[S:25][CH2:26][C:27]([OH:29])=[O:28])=[CH:6][CH:7]=1. Reported procedure: A solution of tert-butyl 2-(3-(4-fluorophenyl)-7-(5-methyl-1,2,4-oxadiazol-3-yl)-4-oxo-3,4-dihydroquinazolin-2-ylthio)acetate (10C, 25 mg, 0.0534 mmol), was treated with 5 mL 20% TFA in DCM for 14 hours. The reaction was concentrated and purified by reverse phase prep LC to yield 2-(3-(4-fluorophenyl)-7-(5-methyl-1,2,4-oxadiazol-3-yl)-4-oxo-3,4-dihydroquinazolin-2-ylthio)acetic acid (10, 15.6 mg, 64% yield). MS (M+H)=413.